This data is from the Open Reaction Database (ORD), a public repository of structured organic reaction records. The task is: describe an organic reaction: reactants, conditions, products, and yield The reactants are C(=O)(O)C1=CC=C(C=C1)C1OCC(CO1)CCCCCCCCC (2-(4-carboxyphenyl)-5-n-nonyl-1,3-dioxane), S(=O)(Cl)Cl (thionyl chloride), CN(C=O)C (N,N-dimethylformamide). Product: C(CCCCCCCC)C1COC(OC1)C1=CC=C(C(=O)Cl)C=C1 (4-(5-n-nonyl-1,3-dioxane-2-yl)benzoyl chloride). RXN SMILES: [C:1]([C:4]1[CH:9]=[CH:8][C:7]([CH:10]2[O:15][CH2:14][CH:13]([CH2:16][CH2:17][CH2:18][CH2:19][CH2:20][CH2:21][CH2:22][CH2:23][CH3:24])[CH2:12][O:11]2)=[CH:6][CH:5]=1)(O)=[O:2].CN(C)C=O.S(Cl)([Cl:32])=O>>[CH2:16]([CH:13]1[CH2:14][O:15][CH:10]([C:7]2[CH:8]=[CH:9][C:4]([C:1]([Cl:32])=[O:2])=[CH:5][CH:6]=2)[O:11][CH2:12]1)[CH2:17][CH2:18][CH2:19][CH2:20][CH2:21][CH2:22][CH2:23][CH3:24]. Procedure details: A solution of 2-(4-carboxyphenyl)-5-n-nonyl-1,3-dioxane (2.00 g) in thionyl chloride (10 g) was heated under refluxing for 4 hours with a small amount of N,N-dimethylformamide. Excessive amount of thionyl chloride was distilled to obtain the titled compound.